The task is: describe an organic reaction: reactants, conditions, products, and yield. This data is from the Open Reaction Database (ORD), a public repository of structured organic reaction records. The reactants are resultant mixture, C(CCC)[Sn](CCCC)(Cl)Cl (dibutyltin dichloride), C(CCC)O (n-butanol), O.O.P(=O)([O-])([O-])[O-].[Na+].[Na+].[Na+] (sodium phosphate dihydrate). Run in O (water). The product is P(=O)([O-])([O-])O.C(CCC)[Sn+](Cl)CCCC.C(CCC)[Sn+](Cl)CCCC (Bis(dibutylchlorotin) Phosphate). Reaction SMILES: [CH2:1]([Sn:5](Cl)([Cl:10])[CH2:6][CH2:7][CH2:8][CH3:9])[CH2:2][CH2:3][CH3:4].C(O)CCC.O.O.[P:19]([O-:23])([O-:22])([O-:21])=[O:20].[Na+].[Na+].[Na+]>O>[P:19]([OH:23])([O-:22])([O-:21])=[O:20].[CH2:1]([Sn+:5]([CH2:6][CH2:7][CH2:8][CH3:9])[Cl:10])[CH2:2][CH2:3][CH3:4].[CH2:1]([Sn+:5]([CH2:6][CH2:7][CH2:8][CH3:9])[Cl:10])[CH2:2][CH2:3][CH3:4] |f:2.3.4.5.6.7,9.10.11|. Procedure details: A glass reactor was charged with 91.1 g (0.3 mole) dibutyltin dichloride, 200 cc n-butanol, 50 cc water and 27.3 g (0.15 mole) dibasic sodium phosphate dihydrate. The resultant mixture was heated under a nitrogen atmosphere and the water removed by azeotropic distillation until the vapor temperature reached 117° C. The reaction mixture was then filtered and the liquid phase was concentrated under reduced pressure. The liquid residue solidified upon standing and weighed 83 g. The product was foun...